From a dataset of the Open Reaction Database (ORD), a public repository of structured organic reaction records. describe an organic reaction: reactants, conditions, products, and yield Reactants: CC(=O)N1CCc2c(sc(C)c2CCCCCl)C1, Cl, Fc1ccc2c(C3CCNCC3)noc2c1. Yields the product CC(=O)N1CCc2c(sc(C)c2CCCCN2CCC(c3noc4cc(F)ccc34)CC2)C1. RXN SMILES: [C:1]([CH3:2])(=[O:3])[N:4]1[CH2:5][c:6]2[c:7]([c:10]([CH2:14][CH2:15][CH2:16][CH2:17][Cl:18])[c:11]([CH3:13])[s:12]2)[CH2:8][CH2:9]1.[ClH:19].[F:20][c:21]1[cH:22][c:23]2[c:24]([c:25]([CH:28]3[CH2:29][CH2:30][NH:31][CH2:32][CH2:33]3)[n:26][o:27]2)[cH:34][cH:35]1>>[C:1]([CH3:2])(=[O:3])[N:4]1[CH2:5][c:6]2[c:7]([c:10]([CH2:14][CH2:15][CH2:16][CH2:17][N:31]3[CH2:30][CH2:29][CH:28]([c:25]4[c:24]5[c:23]([cH:22][c:21]([F:20])[cH:35][cH:34]5)[o:27][n:26]4)[CH2:33][CH2:32]3)[c:11]([CH3:13])[s:12]2)[CH2:8][CH2:9]1. Reaction SMILES: [CH2:1]([CH2:2][CH2:3][CH3:4])[O:5][CH2:6][CH2:7][O:8][c:9]1[cH:10][cH:11][c:12](-[c:15]2[cH:16][cH:17][c:18]3[c:19]([cH:34]2)[CH:20]=[C:21]([C:30](=[O:31])[O:32][CH3:33])[CH2:22][CH2:23][N:24]3[CH2:25][CH:26]=[C:27]([CH3:28])[CH3:29])[cH:13][cH:14]1.[CH2:38]1[O:39][CH2:40][CH2:41][CH2:42]1.[ClH:37].[Na+:36].[OH-:35]>>[CH2:1]([CH2:2][CH2:3][CH3:4])[O:5][CH2:6][CH2:7][O:8][c:9]1[cH:10][cH:11][c:12](-[c:15]2[cH:16][cH:17][c:18]3[c:19]([cH:34]2)[CH:20]=[C:21]([C:30](=[O:31])[OH:32])[CH2:22][CH2:23][N:24]3[CH2:25][CH:26]=[C:27]([CH3:28])[CH3:29])[cH:13][cH:14]1. Product: CCCCOCCOc1ccc(-c2ccc3c(c2)C=C(C(=O)O)CCN3CC=C(C)C)cc1. Starting materials: CCCCOCCOc1ccc(-c2ccc3c(c2)C=C(C(=O)OC)CCN3CC=C(C)C)cc1, C1CCOC1, Cl, [Na+], [OH-]. The reactants are [Si](C)(C)(C(C)(C)C)O[C@@H](CNC(CC=1C=C(C(=O)NCCC2=CC=C(C=C2)Cl)C=CC1)(C)C)C1=CC(=C(C=C1)O)CO (3-{2-[(2R)-2-(tert-butydimethylsilanyloxy)-2-(4-hydroxy-3-hydroxymethyl-phenyl)ethylamino]-2-methylpropyl}-N-[2-(4-chlorophenyl)ethyl]benzamide), [F-].[NH4+] (ammonium fluoride). Run in CO (methanol), O (water). Yields the product ClC1=CC=C(C=C1)CCNC(C1=CC(=CC=C1)CC(C)(C)NC[C@@H](C1=CC(=C(C=C1)O)CO)O)=O (N-[2-(4-chlorophenyl)ethyl]-3-{2-[(2R)-2-hydroxy-2-(4-hydroxy-3-hydroxymethyl-phenyl)ethylamino]-2-methylpropyl}benzamide). Isolated yield 83.6%. Reaction SMILES: [Si]([O:8][C@H:9]([C:34]1[CH:39]=[CH:38][C:37]([OH:40])=[C:36]([CH2:41][OH:42])[CH:35]=1)[CH2:10][NH:11][C:12]([CH3:33])([CH3:32])[CH2:13][C:14]1[CH:15]=[C:16]([CH:29]=[CH:30][CH:31]=1)[C:17]([NH:19][CH2:20][CH2:21][C:22]1[CH:27]=[CH:26][C:25]([Cl:28])=[CH:24][CH:23]=1)=[O:18])(C(C)(C)C)(C)C.[F-].[NH4+]>CO.O>[Cl:28][C:25]1[CH:26]=[CH:27][C:22]([CH2:21][CH2:20][NH:19][C:17](=[O:18])[C:16]2[CH:29]=[CH:30][CH:31]=[C:14]([CH2:13][C:12]([NH:11][CH2:10][C@H:9]([OH:8])[C:34]3[CH:39]=[CH:38][C:37]([OH:40])=[C:36]([CH2:41][OH:42])[CH:35]=3)([CH3:33])[CH3:32])[CH:15]=2)=[CH:23][CH:24]=1 |f:1.2|. Procedure details: 3-{2-[(2R)-2-(tert-butydimethylsilanyloxy)-2-(4-hydroxy-3-hydroxymethyl-phenyl)ethylamino]-2-methylpropyl}-N-[2-(4-chlorophenyl)ethyl]benzamide (Preparation 38) (470 mg, 0.77 mmol) and ammonium fluoride (280 mg, 7.70 mmol) in methanol (3 ml) and water (1.7 ml) were heated to 43° C. for 18 hours. The solvent was removed in vacuo and the product purified by flash column chromatography on silica gel eluting with dichloromethane:methanol:ammonia (95:5:0.5 by volume). The resulting compound was taken... Starting materials: O=C1N(CC2=CC=CC=C12)C(=O)NCCC1=CC=C(C=C1)S(=O)(=O)NC(=S)NC1CCCCC1 (N-(4-[2-(1-oxo-isoindoline-2-carboxamido)-ethyl]-benzenesulfonyl)-N'-cyclohexyl-thiourea), O (water). Reagents/catalysts: [Hg]=O (mercury oxide). Run in CO (methanol). Reaction conditions: time 3 hour. The product is O=C1N(CC2=CC=CC=C12)C(=O)NCCC1=CC=C(C=C1)S(=O)(=O)NC(=O)NC1CCCCC1 (N-(4-[2-(1-Oxo-isoindoline-2-carboxamido)-ethyl]-benzenesulfonyl)-N'-cyclohexyl-urea). RXN SMILES: [O:1]=[C:2]1[C:10]2[C:5](=[CH:6][CH:7]=[CH:8][CH:9]=2)[CH2:4][N:3]1[C:11]([NH:13][CH2:14][CH2:15][C:16]1[CH:21]=[CH:20][C:19]([S:22]([NH:25][C:26]([NH:28][CH:29]2[CH2:34][CH2:33][CH2:32][CH2:31][CH2:30]2)=S)(=[O:24])=[O:23])=[CH:18][CH:17]=1)=[O:12].[OH2:35]>CO.[Hg]=O>[O:1]=[C:2]1[C:10]2[C:5](=[CH:6][CH:7]=[CH:8][CH:9]=2)[CH2:4][N:3]1[C:11]([NH:13][CH2:14][CH2:15][C:16]1[CH:21]=[CH:20][C:19]([S:22]([NH:25][C:26]([NH:28][CH:29]2[CH2:34][CH2:33][CH2:32][CH2:31][CH2:30]2)=[O:35])(=[O:24])=[O:23])=[CH:18][CH:17]=1)=[O:12]. Procedure details: 0.3 g of mercury oxide is added to 0.3 g of N-(4-[2-(1-oxo-isoindoline-2-carboxamido)-ethyl]-benzenesulfonyl)-N'-cyclohexyl-thiourea (melting point 194°-196° C., prepared from 4-[2-(1-oxo-isoindoline-2-carboxamido)-ethyl]-benzenesulfonamide and cyclohexyl mustard oil) in a mixture of 50 ml of water and 50 ml of methanol and the whole is stirred for 3 hours at 40°-45° C. The precipitated mercury sulfide is filtered off with suction, the filtrate is concentrated under reduced pressure, the residue... Starting materials: CCCCCCCCCCCC(=O)Cl, CCCCCCCCCCCC(=O)N=C=S, COc1cc2nccc(Oc3ccc(N)c(F)c3)c2cc1OC, CCCCCCCCCCCC(=O)O, CCO, Cc1ccccc1, O=S(Cl)Cl. Product: CCCCCCCCCCCC(=O)NC(=S)Nc1ccc(Oc2ccnc3cc(OC)c(OC)cc23)cc1F. As a reaction SMILES: [C:19]([Cl:20])(=[O:21])[CH2:22][CH2:23][CH2:24][CH2:25][CH2:26][CH2:27][CH2:28][CH2:29][CH2:30][CH2:31][CH3:32].[C:33]([CH2:34][CH2:35][CH2:36][CH2:37][CH2:38][CH2:39][CH2:40][CH2:41][CH2:42][CH2:43][CH3:44])(=[O:45])[N:46]=[C:47]=[S:48].[CH3:49][O:50][c:51]1[cH:52][c:53]2[c:54]([O:63][c:64]3[cH:65][c:66]([F:71])[c:67]([NH2:68])[cH:69][cH:70]3)[cH:55][cH:56][n:57][c:58]2[cH:59][c:60]1[O:61][CH3:62].[CH3:5][CH2:6][CH2:7][CH2:8][CH2:9][CH2:10][CH2:11][CH2:12][CH2:13][CH2:14][CH2:15][C:16](=[O:17])[OH:18].[CH3:72][CH2:73][OH:74].[CH3:75][c:76]1[cH:77][cH:78][cH:79][cH:80][cH:81]1.[S:1]([Cl:2])([Cl:3])=[O:4]>>[C:33]([CH2:34][CH2:35][CH2:36][CH2:37][CH2:38][CH2:39][CH2:40][CH2:41][CH2:42][CH2:43][CH3:44])(=[O:45])[NH:46][C:47](=[S:48])[NH:68][c:67]1[c:66]([F:71])[cH:65][c:64]([O:63][c:54]2[c:53]3[cH:52][c:51]([O:50][CH3:49])[c:60]([O:61][CH3:62])[cH:59][c:58]3[n:57][cH:56][cH:55]2)[cH:70][cH:69]1. The reactants are CC(=O)O, Nc1cc(Cl)ccc1[N+](=O)[O-], O=C1CCC(=O)N1I. Product: Nc1cc(Cl)c(I)cc1[N+](=O)[O-]. RXN SMILES: [CH3:20][C:21](=[O:22])[OH:23].[Cl:1][c:2]1[cH:3][cH:4][c:5]([N+:9](=[O:10])[O-:11])[c:6]([NH2:7])[cH:8]1.[I:12][N:13]1[C:14](=[O:15])[CH2:16][CH2:17][C:18]1=[O:19]>>[Cl:1][c:2]1[c:3]([I:12])[cH:4][c:5]([N+:9](=[O:10])[O-:11])[c:6]([NH2:7])[cH:8]1. Reactants: N(=[N+]=[N-])C1=C(C(=C(C(=O)OCC2=CC=CC=C2)C=C1OCC1=CC=CC=C1)NC1=C(C=CC=C1)F)F (Benzyl 4-azido-5-(benzyloxy)-3-fluoro-2-((2-fluorophenyl)amino)benzoate). Reagents/catalysts: [Pd] (Pd/C), [Ni] (Ni). Yields the product NC1=C(C(=C(C(=O)O)C=C1O)NC1=C(C=CC=C1)F)F (4-Amino-3-fluoro-2-((2-fluorophenyl)amino)-5-hydroxybenzoic acid). Reaction SMILES: [N:1]([C:4]1[C:19]([O:20]CC2C=CC=CC=2)=[CH:18][C:7]([C:8]([O:10]CC2C=CC=CC=2)=[O:9])=[C:6]([NH:28][C:29]2[CH:34]=[CH:33][CH:32]=[CH:31][C:30]=2[F:35])[C:5]=1[F:36])=[N+]=[N-]>[Pd].[Ni]>[NH2:1][C:4]1[C:19]([OH:20])=[CH:18][C:7]([C:8]([OH:10])=[O:9])=[C:6]([NH:28][C:29]2[CH:34]=[CH:33][CH:32]=[CH:31][C:30]=2[F:35])[C:5]=1[F:36]. Procedure: Benzyl 4-azido-5-(benzyloxy)-3-fluoro-2-((2-fluorophenyl)amino)benzoate can be hydrogenated in the presence of appropriate catalyst (such as Pd/C, Pt, Ni). The reaction normally completes within several hours (1-12 h, prefer 3-10 h). 4-Amino-3-fluoro-2-((2-fluorophenyl)amino)-5-hydroxybenzoic acid is obtained after conventional workup. Reactants: CN1C(=O)C(F)(F)CN(C2CCCCC2)c2nc(Nc3ccc(C(=O)NC4CCN(C(=O)OC(C)(C)C)CC4)cc3)ncc21, ClCCl, O=C(O)C(F)(F)F. Yields the product CN1C(=O)C(F)(F)CN(C2CCCCC2)c2nc(Nc3ccc(C(=O)NC4CCNCC4)cc3)ncc21. Reaction SMILES: [C:1]([O:2][C:3](=[O:4])[N:8]1[CH2:9][CH2:10][CH:11]([NH:14][C:15]([c:16]2[cH:17][cH:18][c:19]([NH:22][c:23]3[n:24][cH:25][c:26]4[c:27]([n:43]3)[N:28]([CH:37]3[CH2:38][CH2:39][CH2:40][CH2:41][CH2:42]3)[CH2:29][C:30]([F:35])([F:36])[C:31](=[O:34])[N:32]4[CH3:33])[cH:20][cH:21]2)=[O:44])[CH2:12][CH2:13]1)([CH3:5])([CH3:6])[CH3:7].[Cl:52][CH2:53][Cl:54].[OH:45][C:46]([C:47]([F:48])([F:49])[F:50])=[O:51]>>[NH:8]1[CH2:9][CH2:10][CH:11]([NH:14][C:15]([c:16]2[cH:17][cH:18][c:19]([NH:22][c:23]3[n:24][cH:25][c:26]4[c:27]([n:43]3)[N:28]([CH:37]3[CH2:38][CH2:39][CH2:40][CH2:41][CH2:42]3)[CH2:29][C:30]([F:35])([F:36])[C:31](=[O:34])[N:32]4[CH3:33])[cH:20][cH:21]2)=[O:44])[CH2:12][CH2:13]1. Reactants: Cc1cc(C2=CCC(c3ccc(O)cc3)CC2)cc(C)c1O, CC(C)O. Yields the product Cc1cc(C2CCC(c3ccc(O)cc3)CC2)cc(C)c1O. RXN SMILES: [CH3:1][c:2]1[cH:3][c:4]([C:10]2=[CH:11][CH2:12][CH:13]([c:16]3[cH:17][cH:18][c:19]([OH:22])[cH:20][cH:21]3)[CH2:14][CH2:15]2)[cH:5][c:6]([CH3:9])[c:7]1[OH:8].[CH:23]([OH:24])([CH3:25])[CH3:26]>>[CH3:1][c:2]1[cH:3][c:4]([CH:10]2[CH2:11][CH2:12][CH:13]([c:16]3[cH:17][cH:18][c:19]([OH:22])[cH:20][cH:21]3)[CH2:14][CH2:15]2)[cH:5][c:6]([CH3:9])[c:7]1[OH:8]. Starting materials: Cc1cc(C)c(-c2ccccc2)c(C)c1, Cc1cc(C)cc(Cc2c(C)cc(C)cc2C)c1, CC(=O)O, CC(=O)[O-], CC(=O)[O-], O, Oc1ccccc1, [Pd+2], Cc1cc(C)cc(C)c1, c1ccc(-c2ccccc2)cc1, c1ccccc1. The product is Cc1cc(C)c(O)c(C)c1. As a reaction SMILES: [CH3:29][c:30]1[cH:31][c:32]([CH3:33])[cH:34][c:35]([CH3:36])[c:37]1-[c:38]1[cH:39][cH:40][cH:41][cH:42][cH:43]1.[CH3:44][c:45]1[cH:46][c:47]([CH3:48])[cH:49][c:50]([CH3:51])[c:52]1[CH2:53][c:54]1[cH:55][c:56]([CH3:57])[cH:58][c:59]([CH3:60])[cH:61]1.[CH3:78][C:79](=[O:80])[OH:81].[O-:70][C:71]([CH3:72])=[O:73].[O-:74][C:75]([CH3:76])=[O:77].[O:16].[OH:62][c:63]1[cH:64][cH:65][cH:66][cH:67][cH:68]1.[Pd+2:69].[c:7]1([CH3:15])[cH:8][c:9]([CH3:14])[cH:10][c:11]([CH3:13])[cH:12]1.[cH:17]1[cH:18][cH:19][c:20](-[c:21]2[cH:22][cH:23][cH:24][cH:25][cH:26]2)[cH:27][cH:28]1.[cH:1]1[cH:2][cH:3][cH:4][cH:5][cH:6]1>>[c:7]1([CH3:15])[c:8]([OH:62])[c:9]([CH3:14])[cH:10][c:11]([CH3:13])[cH:12]1.